Dataset: the Open Reaction Database (ORD), a public repository of structured organic reaction records. Task: describe an organic reaction: reactants, conditions, products, and yield Starting materials: FC(C1=CC=C(C=C1)C1=CC(=NC=C1)C#N)(F)F (4-[4-(trifluoromethyl)phenyl]pyridine-2-carbonitrile), [H-].[H-].[H-].[H-].[Li+].[Al+3] (LiAlH4). Solvent: C(C)OCC (diethyl ether), C(C)OCC (diethyl ether). Reaction conditions: temperature 0 celsius. Product: FC(C1=CC=C(C=C1)C1=CC(=NC=C1)CN)(F)F ([4-[4-(trifluoromethyl)phenyl]-2-pyridyl]methanamine). Isolated yield 77.1%. As a reaction SMILES: [F:1][C:2]([F:18])([F:17])[C:3]1[CH:8]=[CH:7][C:6]([C:9]2[CH:14]=[CH:13][N:12]=[C:11]([C:15]#[N:16])[CH:10]=2)=[CH:5][CH:4]=1.[H-].[H-].[H-].[H-].[Li+].[Al+3]>C(OCC)C>[F:17][C:2]([F:1])([F:18])[C:3]1[CH:4]=[CH:5][C:6]([C:9]2[CH:14]=[CH:13][N:12]=[C:11]([CH2:15][NH2:16])[CH:10]=2)=[CH:7][CH:8]=1 |f:1.2.3.4.5.6|. Procedure details: The nitrile 20C (3.2 g, 12.85 mmol) dissolved in 50 ml of diethyl ether was added dropwise to a mixture of LiAlH4 (912 mg, 2 equiv.) in diethyl ether (80 mL) and stirred at 0° C. Then, the mixture was stirred at room temperature overnight. The excess of LiAlH4 was destroyed by water addition at 0° C., the solid formed was filtered, washed with Et2O and the filtrate was dried over Na2SO4 and evaporated to dryness to obtain 2.5 g of the amine as a yellow oil. The amine was used for the following s... Starting materials: C1CCOC1, CO, Cl, COC(=O)c1ccc(-n2nnnc2C(F)(F)F)cc1, [Li+], [OH-], O. The product is O=C(O)c1ccc(-n2nnnc2C(F)(F)F)cc1. As a reaction SMILES: [CH2:23]1[O:24][CH2:25][CH2:26][CH2:27]1.[CH3:28][OH:29].[ClH:22].[F:1][C:2]([c:3]1[n:4][n:5][n:6][n:7]1-[c:8]1[cH:9][cH:10][c:11]([C:12](=[O:13])[O:14][CH3:15])[cH:16][cH:17]1)([F:18])[F:19].[Li+:20].[OH-:21].[OH2:30]>>[F:1][C:2]([c:3]1[n:4][n:5][n:6][n:7]1-[c:8]1[cH:9][cH:10][c:11]([C:12](=[O:13])[OH:14])[cH:16][cH:17]1)([F:18])[F:19]. Reactants: CCC(O)(C#N)CC, [Cl-], [Cl-], O, OCCCl, [Zn+2], [Zn]. The product is CCC(C#N)(CC)OCCCl. Reaction SMILES: [CH2:1]([CH3:2])[C:3]([C:4]#[N:5])([CH2:6][CH3:7])[OH:8].[Cl-:14].[Cl-:16].[OH2:13].[OH:9][CH2:10][CH2:11][Cl:12].[Zn+2:15].[Zn:17]>>[CH2:1]([CH3:2])[C:3]([C:4]#[N:5])([CH2:6][CH3:7])[O:8][CH2:10][CH2:11][Cl:12]. Reactants: COC1=C(CC2NCCC(C2(C)C)O)C=CC=C1 (2-(2-methoxy-benzyl)-3,3-dimethyl-piperidin-4-ol), [OH-].[Na+] (NaOH). The solvent is polyphosphoric acid, O (water), O (water). Run at temperature 80 celsius, time 10 minute. Product: COC1=CC=CC2=C1CC1NCCC2C1(C)C (10-Methoxy-11,11-dimethyl-1,2,3,4,5,6-hexahydro-2,6-methano-benzo[d]azocine). Reaction SMILES: [CH3:1][O:2][C:3]1[CH:18]=[CH:17][CH:16]=[CH:15][C:4]=1[CH2:5][CH:6]1[C:11]([CH3:13])([CH3:12])[CH:10](O)[CH2:9][CH2:8][NH:7]1.[OH-].[Na+]>O>[CH3:1][O:2][C:3]1[C:4]2[CH2:5][CH:6]3[C:11]([CH3:13])([CH3:12])[CH:10]([C:15]=2[CH:16]=[CH:17][CH:18]=1)[CH2:9][CH2:8][NH:7]3 |f:1.2|. Procedure details: A solution of 2-(2-methoxy-benzyl)-3,3-dimethyl-piperidin-4-ol (0.80 g) in polyphosphoric acid (10 mL) is stirred at 120° C. overnight. After cooling the solution to ca. 80° C., water (300 mL) is added and the mixture is stirred vigorously for another 10 min. Then, the mixture is cooled in an ice bath, more water is added, and the mixture is basified using 10 M aqueous NaOH. The resulting mixture is extracted with ethyl acetate, the combined organic extracts are washed with brine and dried (MgSO... Reactants: FC(C=1C=C(COCCCCCCC=CC(=O)OCC)C=C(C1)C(F)(F)F)(F)F (ethyl 9-(3',5'-bistrifluoromethylbenzyloxy)nona-2- enoate), [H-].C(C(C)C)[Al+]CC(C)C (diisobutylaluminium hydride). Run in C1(=CC=CC=C1)C.ClCCl (toluene dichloromethane). Product: FC(C=1C=C(COCCCCCCC=CCO)C=C(C1)C(F)(F)F)(F)F (9-(3',5'-bistrifluoromethylbenzyloxy)nona-2-en-1-ol). The yield is 85.1%. As a reaction SMILES: [F:1][C:2]([F:29])([F:28])[C:3]1[CH:4]=[C:5]([CH:21]=[C:22]([C:24]([F:27])([F:26])[F:25])[CH:23]=1)[CH2:6][O:7][CH2:8][CH2:9][CH2:10][CH2:11][CH2:12][CH2:13][CH:14]=[CH:15][C:16](OCC)=[O:17].[H-].C([Al+]CC(C)C)C(C)C>C1(C)C=CC=CC=1.ClCCl>[F:1][C:2]([F:28])([F:29])[C:3]1[CH:4]=[C:5]([CH:21]=[C:22]([C:24]([F:25])([F:27])[F:26])[CH:23]=1)[CH2:6][O:7][CH2:8][CH2:9][CH2:10][CH2:11][CH2:12][CH2:13][CH:14]=[CH:15][CH2:16][OH:17] |f:1.2,3.4|. Reported procedure: 7-(3',5'-bistrifluoromethylbenzyloxy)heptan-1-al (See Example 2, 4.97g, 13.96 mmol) was reacted with carboethoxymethylene triphenylphosphorane (4.86g, 13.96 mmol, Lancaster Synthesis Ltd., U.K.) in dry dichloromethane to give ethyl 9-(3',5'-bistrifluoromethylbenzyloxy)nona-2- enoate (5g). The ester (5g, 13.55 mmol) was reacted with diisobutylaluminium hydride (27 mmol) in toluene-dichloromethane at -30°. After conventional work-up, 9-(3',5'-bistrifluoromethylbenzyloxy)nona-2-en-1-ol (4.43g) was ... Reactants: Cl (hydrochloric acid), C(=O)NC=1SC=C(N1)C(C(=O)O)=O (2-(2-formamidothiazol-4-yl)-glyoxylic acid), C([O-])(O)=O.[Na+] (sodium bicarbonate), Cl.C(C=C)ON (allyloxyamine hydrochloride). The solvent is O (water), C(C)(=O)OCC (ethyl acetate). Conditions: time 7 hour. Product: C(C=C)ON=C(C(=O)O)C=1N=C(SC1)NC=O (2-allyloxyimino-2-(2-formamidothiazol-4-yl)acetic acid). Isolated yield 66.1%. RXN SMILES: [CH:1]([NH:3][C:4]1[S:5][CH:6]=[C:7]([C:9](=O)[C:10]([OH:12])=[O:11])[N:8]=1)=[O:2].C(=O)(O)[O-].[Na+].Cl.[CH2:20]([O:23][NH2:24])[CH:21]=[CH2:22].Cl>O.C(OCC)(=O)C>[CH2:20]([O:23][N:24]=[C:9]([C:7]1[N:8]=[C:4]([NH:3][CH:1]=[O:2])[S:5][CH:6]=1)[C:10]([OH:12])=[O:11])[CH:21]=[CH2:22] |f:1.2,3.4|. Procedure: To a solution of 2-(2-formamidothiazol-4-yl)-glyoxylic acid (30 g) and sodium bicarbonate (12.6 g) in water (1300 ml) was added allyloxyamine hydrochloride (19.8 g), and the mixture was stirred for 7 hours at ambient temperature at pH 6. To the reaction mixture was added ethyl acetate (500 ml). After the mixture was adjusted to pH 1.9 with 10% hydrochloric acid, the ethyl acetate layer was separated. The ethyl acetate layer was washed with an aqueous solution of sodium chloride, dried over magne... Reactants: C(C)(C)(C)OC(N[C@@H](CC1CCCCC1)CO)=O (tert-butyl[(1S)-2-cyclohexyl-1-(hydroxymethyl)ethyl]carbamate), C1(C=2C(C(N1)=O)=CC=CC2)=O (phthalimide), C1(=CC=CC=C1)P(C1=CC=CC=C1)C1=CC=CC=C1 (triphenylphosphine), N(=NC(=O)OC(C)C)C(=O)OC(C)C (diisopropyl azodicarboxylate), O1CCCC1 (tetrahydrofuran). Run at time 8 hour. Yields the product C1(CCCCC1)C[C@@H](CN1C(C2=CC=CC=C2C1=O)=O)NC(OC(C)(C)C)=O (tert-butyl {(1S)-2-cyclohexyl-1-[(1,3-dioxo-1,3-dihydro-2H-isoindol-2-yl)methyl]ethyl}carbamate). Yield: 55.7%. RXN SMILES: [C:1]([O:5][C:6](=[O:18])[NH:7][C@H:8]([CH2:16]O)[CH2:9][CH:10]1[CH2:15][CH2:14][CH2:13][CH2:12][CH2:11]1)([CH3:4])([CH3:3])[CH3:2].[C:19]1(=[O:29])[NH:23][C:22](=[O:24])[C:21]2=[CH:25][CH:26]=[CH:27][CH:28]=[C:20]12.C1(P(C2C=CC=CC=2)C2C=CC=CC=2)C=CC=CC=1.N(C(OC(C)C)=O)=NC(OC(C)C)=O.O1CCCC1>>[CH:10]1([CH2:9][C@H:8]([NH:7][C:6](=[O:18])[O:5][C:1]([CH3:4])([CH3:3])[CH3:2])[CH2:16][N:23]2[C:19](=[O:29])[C:20]3[C:21](=[CH:25][CH:26]=[CH:27][CH:28]=3)[C:22]2=[O:24])[CH2:15][CH2:14][CH2:13][CH2:12][CH2:11]1. Reported procedure: A mixture of tert-butyl[(1S)-2-cyclohexyl-1-(hydroxymethyl)ethyl]carbamate (3.3 g, 13 mmol), phthalimide (2.10 g, 14.3 mmol), triphenylphosphine (3.75 g, 14.3 mmol), diisopropyl azodicarboxylate (3.58 mL, 18.2 mmol) in tetrahydrofuran (30 mL, 400 mmol) was stirred at room temperature overnight. Direct purification by combi-flash chromatography afforded 2.8 g (56% yield) of the desired product. LC-MS found: 287.1 (M−Boc)+.